Dataset: the Open Reaction Database (ORD), a public repository of structured organic reaction records. Task: describe an organic reaction: reactants, conditions, products, and yield Reactants: Cl.C(C)OC1=C(OCCNCC(O)C=2C=CC(=C(C2)S(=O)(=O)N)OC)C=CC=C1 (5-{2-[2-(2-ethoxyphenoxy)ethylamino]-1-hydroxyethyl}-2-methoxybenzenesulfonamide hydrochloride), S(=O)(Cl)Cl (thionyl chloride), C(C)#N (acetonitrile). Conditions: time 2 day. Yields the product Cl.ClC(C(C)NCCOC1=C(C=CC=C1)OCC)C=1C=CC(=C(C1)S(=O)(=O)N)OC (5-{1-chloro-2-[2-(2-ethoxyphenoxy)ethylamino]-2-methylethyl}-2-methoxybenzenesulfonamide hydrochloride). Reaction SMILES: [ClH:1].[CH2:2]([O:4][C:5]1[CH:29]=[CH:28][CH:27]=[CH:26][C:6]=1[O:7][CH2:8][CH2:9][NH:10][CH2:11][CH:12]([C:14]1[CH:15]=[CH:16][C:17]([O:24][CH3:25])=[C:18]([S:20]([NH2:23])(=[O:22])=[O:21])[CH:19]=1)O)[CH3:3].S(Cl)([Cl:32])=O.[C:34](#N)C>>[ClH:32].[Cl:1][CH:12]([C:14]1[CH:15]=[CH:16][C:17]([O:24][CH3:25])=[C:18]([S:20]([NH2:23])(=[O:22])=[O:21])[CH:19]=1)[CH:11]([NH:10][CH2:9][CH2:8][O:7][C:6]1[CH:26]=[CH:27][CH:28]=[CH:29][C:5]=1[O:4][CH2:2][CH3:3])[CH3:34] |f:0.1,4.5|. Reported procedure: In 1,000 ml of acetonitrile was suspended 17 g of 5-{2-[2-(2-ethoxyphenoxy)ethylamino]-1-hydroxyethyl}-2-methoxybenzenesulfonamide hydrochloride and while stirring the suspension, 9 g of thionyl chloride was added dropwise to the suspension at room temperature, whereby the product was dissolved and then began to be crystallize gradually. After stirring the mixture for two days, the crystals formed were recovered by filtration, washed with chloroform and dried to provide 15 g of 5-{1-chloro-2-[2-...